This data is from the Open Reaction Database (ORD), a public repository of structured organic reaction records. The task is: describe an organic reaction: reactants, conditions, products, and yield Starting materials: ClC1=NC=NC2=CC(=C(C=C12)OCCOC)OCCOC (4-chloro-6,7-bis (2-methoxyethoxy) quinazoline), NC=1C=C(C=CC1)C#C (3-aminophenyl acetylene), S(O)(O)(=O)=O (sulphuric acid). Run in O (water). Run at temperature 37.5 celsius, time 1 hour. Product: COCCOC=1C=C2C(=CC1OCCOC)N=CN=C2NC=3C=CC=C(C3)C#C.S(=O)(=O)([O-])[O-] (erlotinib sulphate). RXN SMILES: Cl[C:2]1[C:11]2[C:6](=[CH:7][C:8]([O:17][CH2:18][CH2:19][O:20][CH3:21])=[C:9]([O:12][CH2:13][CH2:14][O:15][CH3:16])[CH:10]=2)[N:5]=[CH:4][N:3]=1.[NH2:22][C:23]1[CH:24]=[C:25]([C:29]#[CH:30])[CH:26]=[CH:27][CH:28]=1.[S:31](=[O:35])(=[O:34])([OH:33])[OH:32]>O>[CH3:16][O:15][CH2:14][CH2:13][O:12][C:9]1[CH:10]=[C:11]2[C:2]([NH:22][C:23]3[CH:28]=[CH:27][CH:26]=[C:25]([C:29]#[CH:30])[CH:24]=3)=[N:3][CH:4]=[N:5][C:6]2=[CH:7][C:8]=1[O:17][CH2:18][CH2:19][O:20][CH3:21].[S:31]([O-:35])([O-:34])(=[O:33])=[O:32] |f:4.5|. Procedure: 1.98 Kg of 4-chloro-6,7-bis (2-methoxyethoxy) quinazoline was suspended in 30 litres of water and 1.0 Kg of 3-aminophenyl acetylene was charged at 25-30° C. Further 0.4 litres sulphuric acid was added. The reaction mass was heated and stirred at 35-40° C. for 1 hour. The solid obtained was filtered and washed with ethyl acetate. The product was dried at 38-40° C. to obtain 2.65 Kg of erlotinib sulphate.